This data is from the Open Reaction Database (ORD), a public repository of structured organic reaction records. The task is: describe an organic reaction: reactants, conditions, products, and yield Starting materials: ClC1=C(CC2C(N(CC2)C2CCCCC2)=O)C(=CC=C1O)Cl (3-(2,6-dichloro-3-hydroxybenzyl)-1-cyclohexylpyrrolidin-2-one), C1CC(=O)N(C1=O)Br (NBS). Solvent: C(C)(=O)O (acetic acid). Yields the product BrC1=C(C(=C(CC2C(N(CC2)C2CCCCC2)=O)C(=C1)Cl)Cl)O (3-(4-bromo-2,6-dichloro-3-hydroxybenzyl)-1-cyclohexylpyrrolidin-2-one). Yield: 84.9%. As a reaction SMILES: [Cl:1][C:2]1[C:20]([OH:21])=[CH:19][CH:18]=[C:17]([Cl:22])[C:3]=1[CH2:4][CH:5]1[CH2:9][CH2:8][N:7]([CH:10]2[CH2:15][CH2:14][CH2:13][CH2:12][CH2:11]2)[C:6]1=[O:16].C1C(=O)N([Br:30])C(=O)C1>C(O)(=O)C>[Br:30][C:19]1[CH:18]=[C:17]([Cl:22])[C:3]([CH2:4][CH:5]2[CH2:9][CH2:8][N:7]([CH:10]3[CH2:11][CH2:12][CH2:13][CH2:14][CH2:15]3)[C:6]2=[O:16])=[C:2]([Cl:1])[C:20]=1[OH:21]. Reported procedure: Place 3-(2,6-dichloro-3-hydroxybenzyl)-1-cyclohexylpyrrolidin-2-one (1.116 g, 3.26 mmol) in acetic acid (5 mL). Add NBS (0.609 g, 3.42 mmol) and stir at room temperature for 2 hours. Pour reaction mixture onto water, filter, and dry to give 1.165 g (85%) of the title compound. Mass spectrum (apci) m/z=422.1 (M+H). The reactants are FC(C(C(F)(F)F)(O)C1=CC(=C(OCC(=O)OCC)C(=C1)C)C)(F)F (ethyl 2-[4-(hexafluoro-2-hydroxy-2-propyl)-2,6-dimethylphenoxy]acetate), [H-].[Na+] (sodium hydride), CI (methyl iodide). Solvent: CN(C=O)C (dimethylformamide). Run at time 1 hour. Yields the product FC(C(C(F)(F)F)(OC)C1=CC(=C(OCC(=O)OCC)C(=C1)C)C)(F)F (ethyl 2-[4-(hexafluoro-2-methoxy-2-propyl)-2,6-dimethylphenoxy]acetate). Reaction SMILES: [F:1][C:2]([F:25])([F:24])[C:3]([C:9]1[CH:21]=[C:20]([CH3:22])[C:12]([O:13][CH2:14][C:15]([O:17][CH2:18][CH3:19])=[O:16])=[C:11]([CH3:23])[CH:10]=1)([OH:8])[C:4]([F:7])([F:6])[F:5].[H-].[Na+].[CH3:28]I>CN(C)C=O>[F:1][C:2]([F:24])([F:25])[C:3]([C:9]1[CH:21]=[C:20]([CH3:22])[C:12]([O:13][CH2:14][C:15]([O:17][CH2:18][CH3:19])=[O:16])=[C:11]([CH3:23])[CH:10]=1)([O:8][CH3:28])[C:4]([F:6])([F:5])[F:7] |f:1.2|. Procedure details: To ethyl 2-[4-(hexafluoro-2-hydroxy-2-propyl)-2,6-dimethylphenoxy]acetate (6.0 g=16 mmol) in 60 ml dry dimethylformamide add sodium hydride dispersion in mineral oil (0.85 g=18 mmol). Stir 1 hour and add methyl iodide (3.0 g=21 mmol). Let stir 2 hours and partition between water and ether. Wash the ether layer with water, dry and concentrate. Recrystallize from ether-hexane to obtain ethyl 2-[4-(hexafluoro-2-methoxy-2-propyl)-2,6-dimethylphenoxy]acetate, m.p. 97°-98° C.